From a dataset of the Open Reaction Database (ORD), a public repository of structured organic reaction records. describe an organic reaction: reactants, conditions, products, and yield Reactants: O=C([O-])[O-], O=C1CC(c2ccc(OCc3ccccc3)cc2)CN1O, CI, CN1CCCC1=O, [K+], [K+], [Na+], [OH-]. Product: CON1CC(c2ccc(OCc3ccccc3)cc2)CC1=O. RXN SMILES: [C:24](=[O:25])([O-:26])[O-:27].[CH2:1]([c:2]1[cH:3][cH:4][cH:5][cH:6][cH:7]1)[O:8][c:9]1[cH:10][cH:11][c:12]([CH:15]2[CH2:16][C:17](=[O:21])[N:18]([OH:20])[CH2:19]2)[cH:13][cH:14]1.[CH3:22][I:23].[CH3:32][N:33]1[CH2:34][CH2:35][CH2:36][C:37]1=[O:38].[K+:28].[K+:29].[Na+:31].[OH-:30]>>[CH2:1]([c:2]1[cH:3][cH:4][cH:5][cH:6][cH:7]1)[O:8][c:9]1[cH:10][cH:11][c:12]([CH:15]2[CH2:16][C:17](=[O:21])[N:18]([O:20][CH3:24])[CH2:19]2)[cH:13][cH:14]1.